This data is from the Open Reaction Database (ORD), a public repository of structured organic reaction records. The task is: describe an organic reaction: reactants, conditions, products, and yield Starting materials: C1(=CC=CC=C1)C([C@H](N)C(=O)[O-])C1=CC=CC=C1 (3,3-diphenylalaninate), Cl (hydrochloric acid). Yields the product Cl.C1(=CC=CC=C1)C([C@H](N)C(=O)O)C1=CC=CC=C1 (3,3-Diphenylalanine hydrochloride). As a reaction SMILES: [C:1]1([CH:7]([C:13]2[CH:18]=[CH:17][CH:16]=[CH:15][CH:14]=2)[C@@H:8]([C:10]([O-:12])=[O:11])[NH2:9])[CH:6]=[CH:5][CH:4]=[CH:3][CH:2]=1.[ClH:19]>>[ClH:19].[C:1]1([CH:7]([C:13]2[CH:18]=[CH:17][CH:16]=[CH:15][CH:14]=2)[C@@H:8]([C:10]([OH:12])=[O:11])[NH2:9])[CH:2]=[CH:3][CH:4]=[CH:5][CH:6]=1 |f:2.3|. Procedure: Crude ethyl N-(diphenylmethylene)-DL 3,3-diphenylalaninate is added to 2.5 L of 6N hydrochloric acid solution and heated at reflux for 6 hours. The reaction mixture is allowed to cool to room temperature overnight. The product is collected, washed with water (3×), diethyl ether (4×), and dried at 50° C./200 mm Hg. This affords 93.6 g of the title compound as a white crystalline material; mp >210° C. (dec). Reactants: CCOC(=O)c1cc2cc(OC(C)=O)ccc2[nH]1, O=C([O-])[O-], O=C1CCC(=O)N1Cl, ClCCl, [K+], [K+]. Yields the product CCOC(=O)c1[nH]c2ccc(OC(C)=O)cc2c1Cl. Reaction SMILES: [C:1]([CH3:2])(=[O:3])[O:4][c:5]1[cH:6][c:7]2[cH:8][c:9]([C:14](=[O:15])[O:16][CH2:17][CH3:18])[nH:10][c:11]2[cH:12][cH:13]1.[C:27](=[O:28])([O-:29])[O-:30].[Cl:19][N:20]1[C:21](=[O:22])[CH2:23][CH2:24][C:25]1=[O:26].[Cl:33][CH2:34][Cl:35].[K+:31].[K+:32]>>[C:1]([CH3:2])(=[O:3])[O:4][c:5]1[cH:6][c:7]2[c:8]([Cl:19])[c:9]([C:14](=[O:15])[O:16][CH2:17][CH3:18])[nH:10][c:11]2[cH:12][cH:13]1.